This data is from the Open Reaction Database (ORD), a public repository of structured organic reaction records. The task is: describe an organic reaction: reactants, conditions, products, and yield Reactants: [Cl-].[NH4+] (ammonium chloride), N (ammonia), [Li] (lithium), [Cl-].[NH4+] (ammonium chloride), O1[C@H]2[C@@H]1C(C=C1C=C[C@H]3[C@@H]4CC[C@H]([C@@H](COC5OCCCC5)C)[C@]4(CC[C@@H]3[C@@]21C)C)=O ((20S)-1α,2α-epoxy-20-methyl-21-tetrahydropyranyloxy-pregna-4,6-dien-3-one), [Cl-].[NH4+] (ammonium chloride), [Li] (lithium), N (ammonia), [Li] (lithium), [Li] (lithium), [Cl-].[NH4+] (ammonium chloride). The solvent is CCOCC (ether), liquid. Reaction conditions: time 15 minute. Product: O[C@H]1C[C@@H](CC2=CC[C@H]3[C@@H]4CC[C@H]([C@@H](COC5OCCCC5)C)[C@]4(CC[C@@H]3[C@@]12C)C)O ((20S)-1α,3β-dihydroxy-20-methyl-21-tetrahydropyranyloxy-pregn-5-ene). Yield: 87.6%. As a reaction SMILES: [O:1]1[C@H:3]2[C:4](=[O:31])[CH:5]=[C:6]3[C@:28]([CH3:29])([C@@H:2]12)[C@@H:27]1[C@H:9]([C@H:10]2[C@:24]([CH3:30])([CH2:25][CH2:26]1)[C@@H:13]([C@H:14]([CH3:23])[CH2:15][O:16][CH:17]1[CH2:22][CH2:21][CH2:20][CH2:19][O:18]1)[CH2:12][CH2:11]2)[CH:8]=[CH:7]3.[Li].N.[Cl-].[NH4+]>CCOCC>[OH:1][C@@H:2]1[C@@:28]2([CH3:29])[C:6](=[CH:7][CH2:8][C@@H:9]3[C@@H:27]2[CH2:26][CH2:25][C@@:24]2([CH3:30])[C@H:10]3[CH2:11][CH2:12][C@@H:13]2[C@H:14]([CH3:23])[CH2:15][O:16][CH:17]2[CH2:22][CH2:21][CH2:20][CH2:19][O:18]2)[CH2:5][C@@H:4]([OH:31])[CH2:3]1 |f:3.4,^1:31|. Procedure details: A solution of 22.4 g (52 mmol, 1 equivalent) of (20S)-1α,2α-epoxy-20-methyl-21-tetrahydropyranyloxy-pregna-4,6-dien-3-one in 1.25 liters of absolute ether is added dropwise within 45 minutes while stirring in an argon atmoshere at -33° C. to a solution of 1.453 g (0.21 g-atom), 4 equivalents) of lithium in 2.1 liters of liquid ammonia. In so doing, when the resulting mixture is only just light blue in colour, the dropwise addition is interrupted briefly and 0.363 g (52.3 mg-atom), 1 equivalent) ...